This data is from the Open Reaction Database (ORD), a public repository of structured organic reaction records. The task is: describe an organic reaction: reactants, conditions, products, and yield Starting materials: ClC=1C=C(C=C(C1)Cl)SC1=C(N=C(N1COCCO)C)C(C)C (5-(3,5-Dichlorophenylthio)-4-isopropyl-1-[2-hydroxyethoxymethyl]-2-methyl-1H-imidazole), acetal, COC1(CCCCCC1)OC (1,1-dimethoxycycloheptane). Yields the product ClC=1C=C(C=C(C1)Cl)SC1=C(N=C(N1COCCOC1(CCCCCC1)OC)C)C(C)C (5-(3,5-Dichlorophenylthio)-4-isopropyl-1-[2-(1-methoxycycloheptyloxy)ethoxymethyl]-2-methyl-1H-imidazole). Yield: 59.5%. As a reaction SMILES: [Cl:1][C:2]1[CH:3]=[C:4]([S:9][C:10]2[N:14]([CH2:15][O:16][CH2:17][CH2:18][OH:19])[C:13]([CH3:20])=[N:12][C:11]=2[CH:21]([CH3:23])[CH3:22])[CH:5]=[C:6]([Cl:8])[CH:7]=1.[CH3:24][O:25][C:26]1(OC)[CH2:32][CH2:31][CH2:30][CH2:29][CH2:28][CH2:27]1>>[Cl:1][C:2]1[CH:3]=[C:4]([S:9][C:10]2[N:14]([CH2:15][O:16][CH2:17][CH2:18][O:19][C:26]3([O:25][CH3:24])[CH2:32][CH2:31][CH2:30][CH2:29][CH2:28][CH2:27]3)[C:13]([CH3:20])=[N:12][C:11]=2[CH:21]([CH3:23])[CH3:22])[CH:5]=[C:6]([Cl:8])[CH:7]=1. Procedure: 5-(3,5-Dichlorophenylthio)-4-isopropyl-1-[2-hydroxyethoxymethyl]-2-methyl-1H-imidazole (8) (450 mg, 1.20 mmol) prepared in accordance with the method as described in WO 96/10019 was converted to the acetal with 1,1-dimethoxycycloheptane (1.90 g, 12.0 mmol) in the same manner as the example 1 to give the compound 9 (358 mg, 59%) as oil. Rf 0.57 (Al2O3 60, Type E, 2:1 hexane -EtOAc).